This data is from the Open Reaction Database (ORD), a public repository of structured organic reaction records. The task is: describe an organic reaction: reactants, conditions, products, and yield Starting materials: BrC1=C(C=CC(=C1)C(F)(F)F)/C=C/C(=O)NC=1C=C2C=CNC2=CC1 ((2E)-3-[2-bromo-4-(trifluoromethyl)phenyl]-N-indol-5-ylprop-2-enamide), C(CCC)[Sn](C=1SC=CN1)(CCCC)CCCC (2-tributylstannylthiazole). Yields the product N1C=CC2=CC(=CC=C12)NC(\C=C\C1=C(C=C(C=C1)C(F)(F)F)C=1SC=CN1)=O ((2E)-N-Indol-5-yl-3-[2-(1,3-thiazol-2-yl)-4-(trifluoromethyl)phenyl]prop-2-enamide). Reaction SMILES: Br[C:2]1[CH:7]=[C:6]([C:8]([F:11])([F:10])[F:9])[CH:5]=[CH:4][C:3]=1/[CH:12]=[CH:13]/[C:14]([NH:16][C:17]1[CH:18]=[C:19]2[C:23](=[CH:24][CH:25]=1)[NH:22][CH:21]=[CH:20]2)=[O:15].C([Sn](CCCC)(CCCC)[C:31]1[S:32][CH:33]=[CH:34][N:35]=1)CCC>>[NH:22]1[C:23]2[C:19](=[CH:18][C:17]([NH:16][C:14](=[O:15])/[CH:13]=[CH:12]/[C:3]3[CH:4]=[CH:5][C:6]([C:8]([F:11])([F:10])[F:9])=[CH:7][C:2]=3[C:31]3[S:32][CH:33]=[CH:34][N:35]=3)=[CH:25][CH:24]=2)[CH:20]=[CH:21]1. Reported procedure: Analogous to the procedure used to prepare Example 100, (2E)-3-[2-bromo-4-(trifluoromethyl)phenyl]-N-indol-5-ylprop-2-enamide, Example 97, (100 mg, 0.24 mmol) and 2-tributylstannylthiazole (155 mg, 0.42 mmol, Frontier Scientific) provided, after purification by silica gel chromatography (gradient: 0-35%EtOAc in hexane), the title product as an orange solid. MP 203-204° C. MS (ESI, pos. ion) m/z: 414 (M+1). Reactants: C(C)(C)(C)OC(NC1=C(C=C(C=C1)C1=CC=CC=C1)N)=O ((3-amino-biphenyl-4-yl)-carbamic acid tert.-butyl ester), CC1(OC(C=C(O1)C=1C=C(C#N)C=CC1)=O)C (3-(2,2-dimethyl-6-oxo-6H-[1,3]dioxin-4-yl)-benzonitrile). The yield is 80.8%. As a reaction SMILES: [C:1]([O:5][C:6](=[O:21])[NH:7][C:8]1[CH:13]=[CH:12][C:11]([C:14]2[CH:19]=[CH:18][CH:17]=[CH:16][CH:15]=2)=[CH:10][C:9]=1[NH2:20])([CH3:4])([CH3:3])[CH3:2].CC1(C)[O:28][C:27]([C:29]2[CH:30]=[C:31]([CH:34]=[CH:35][CH:36]=2)[C:32]#[N:33])=[CH:26][C:25](=O)[O:24]1>>[C:1]([O:5][C:6](=[O:21])[NH:7][C:8]1[CH:13]=[CH:12][C:11]([C:14]2[CH:15]=[CH:16][CH:17]=[CH:18][CH:19]=2)=[CH:10][C:9]=1[NH:20][C:25](=[O:24])[CH2:26][C:27]([C:29]1[CH:36]=[CH:35][CH:34]=[C:31]([C:32]#[N:33])[CH:30]=1)=[O:28])([CH3:4])([CH3:2])[CH3:3]. Yields the product C(C)(C)(C)OC(NC1=C(C=C(C=C1)C1=CC=CC=C1)NC(CC(=O)C1=CC(=CC=C1)C#N)=O)=O ({3-[3-(3-Cyano-phenyl)-3-oxo-propionylamino]-biphenyl-4-yl}-carbamic acid tert.-butyl ester). Reported procedure: Prepared from (3-amino-biphenyl-4-yl)-carbamic acid tert.-butyl ester (Example G9) (250 mg, 0.88 mmol) and 3-(2,2-dimethyl-6-oxo-6H-[1,3]dioxin-4-yl)-benzonitrile (Example J4) (243 mg, 1.06 mmol) according to the general procedure K. Obtained as a white solid (324 mg). The reactants are C(=O)C1=C(C=C(N1)C(=O)O)C (5-formyl-4-methyl-1H-pyrrole-2-carboxylic acid), Cl.CN(CCCN=C=N)C (3-dimethylamino-propylcarbodiimide hydrochloride), ON1N=NC2=C1C=CC=C2 (1-hydroxybenzotriazole), C(C)N(CC)CCN (diethylaminoethyl amine). The solvent is CN(C)C=O (DMF). Reaction conditions: time 12 hour. Yields the product C(C)N(CCNC(=O)C=1NC(=C(C1)C)C=O)CC (5-formyl-4-methyl-1H-pyrrole-2-carboxylic acid (2-diethylamino-ethyl)-amide). Yield: 78.0%. Reaction SMILES: [CH:1]([C:3]1[NH:7][C:6]([C:8]([OH:10])=O)=[CH:5][C:4]=1[CH3:11])=[O:2].Cl.CN(C)CCCN=C=N.ON1C2C=CC=CC=2N=N1.[CH2:32]([N:34]([CH2:37][CH2:38][NH2:39])[CH2:35][CH3:36])[CH3:33]>CN(C=O)C>[CH2:32]([N:34]([CH2:35][CH3:36])[CH2:37][CH2:38][NH:39][C:8]([C:6]1[NH:7][C:3]([CH:1]=[O:2])=[C:4]([CH3:11])[CH:5]=1)=[O:10])[CH3:33] |f:1.2|. Reported procedure: To a solution of 5-formyl-4-methyl-1H-pyrrole-2-carboxylic acid (2.50 g, 16.32 mmol) in DMF (54 mL) was added 1-ethyl-3-(3-dimethylamino-propylcarbodiimide hydrochloride (EDC, 3.76 g, 19.59 mmol), 1-hydroxybenzotriazole (HOBt, 2.65 g, 19.59 mmol) followed by diethylaminoethyl amine (2.75 mL, 19.59 mmol). The reaction solution was stirred for 12 h, and then DMF solvent was removed. The residue was purified on a silica gel column eluting with 1-5% methanol in dichloromethane to provide 3.2 g (78%)... Reactants: NC1=C(C=C(C=C1)C1=CC=C(N1C)C#N)C(C)(C)O (5-[4-amino-3-(1-hydroxy-1-methyl-ethyl)-phenyl]-1-methyl-1H-pyrrole-2-carbonitrile), CC1(OC(NC2=C1C=C(C=C2)N2C(=CC=C2)C#N)=O)C ((4,4-dimethyl-2-oxo-1,4-dihydro-2H-3,1-benzoxazin-6-yl)-1H-pyrrole-2-carbonitrile), C1=CN(C=N1)C(=S)N2C=CN=C2 (TCDI), C1=CN(C=N1)C(=O)N2C=CN=C2 (CDI). Run in C1CCOC1 (THF). Yields the product CC1(OC(NC2=C1C=C(C=C2)N2C(=CC=C2)C#N)=S)C ((4,4-dimethyl-2-thioxo-1,4-dihydro-2H-3,1-benzoxazin-6-yl)-1H-pyrrole-2-carbonitrile). As a reaction SMILES: NC1C=CC(C2N(C)C(C#N)=CC=2)=CC=1C(O)(C)C.C1N=CN(C(N2C=NC=C2)=[S:26])C=1.C1N=CN(C(N2C=NC=C2)=O)C=1.[CH3:44][C:45]1([CH3:63])[C:50]2[CH:51]=[C:52]([N:55]3[CH:59]=[CH:58][CH:57]=[C:56]3[C:60]#[N:61])[CH:53]=[CH:54][C:49]=2[NH:48][C:47](=O)[O:46]1>C1COCC1>[CH3:44][C:45]1([CH3:63])[C:50]2[CH:51]=[C:52]([N:55]3[CH:59]=[CH:58][CH:57]=[C:56]3[C:60]#[N:61])[CH:53]=[CH:54][C:49]=2[NH:48][C:47](=[S:26])[O:46]1. Procedure: 5-[4-amino-3-(1-hydroxy-1-methyl-ethyl)-phenyl]-1-methyl-1H-pyrrole-2-carbonitrile prepared according to Example 2 is dissolved in THF and TCDI or CDI is added. Extraction using an aqueous dilute hydrochloride solution gives an about quantitative yield of (4,4-dimethyl-2-thioxo-1,4-dihydro-2H-3,1-benzoxazin-6-yl)-1H-pyrrole-2-carbonitrile and (4,4-dimethyl-2-oxo-1,4-dihydro-2H-3,1-benzoxazin-6-yl)-1H-pyrrole-2-carbonitrile, respectively. The reactants are CC1=C(CN2CCCCC2)CCc2cc(C(C)(C)C)ccc21, CC(C)(C)c1ccc2c(c1)CCCC2=O, CCO, Cl, Cl, C1CCNCC1. Yields the product CC(C)(C)c1ccc2c(c1)CCC(CN1CCCCC1)C2=O. RXN SMILES: [C:1]([CH3:2])([CH3:3])([CH3:4])[c:5]1[cH:6][cH:7][c:8]2[c:13]([cH:14]1)[CH2:12][CH2:11][C:10]([CH2:15][N:16]1[CH2:17][CH2:18][CH2:19][CH2:20][CH2:21]1)=[C:9]2[CH3:22].[C:30]([c:31]1[cH:32][c:33]2[c:34]([cH:35][cH:36]1)[C:37](=[O:44])[CH2:38][CH2:39][CH2:40]2)([CH3:41])([CH3:42])[CH3:43].[CH3:45][CH2:46][OH:47].[ClH:23].[ClH:48].[NH:24]1[CH2:25][CH2:26][CH2:27][CH2:28][CH2:29]1>>[C:1]([CH3:2])([CH3:3])([CH3:4])[c:5]1[cH:6][cH:7][c:8]2[c:13]([cH:14]1)[CH2:12][CH2:11][CH:10]([CH2:15][N:16]1[CH2:17][CH2:18][CH2:19][CH2:20][CH2:21]1)[C:9]2=[O:44]. Starting materials: COc1ccc(OC)c(N)c1, CCOC(=O)c1cnc(SC)[nH]c1=O, CCO. Yields the product CCOC(=O)c1cnc(Nc2cc(OC)ccc2OC)[nH]c1=O. RXN SMILES: [CH3:15][O:16][c:17]1[c:18]([NH2:19])[cH:20][c:21]([O:24][CH3:25])[cH:22][cH:23]1.[CH3:1][S:2][c:3]1[nH:4][c:5](=[O:14])[c:6]([C:9](=[O:10])[O:11][CH2:12][CH3:13])[cH:7][n:8]1.[CH3:26][CH2:27][OH:28]>>[c:3]1([NH:19][c:18]2[c:17]([O:16][CH3:15])[cH:23][cH:22][c:21]([O:24][CH3:25])[cH:20]2)[nH:4][c:5](=[O:14])[c:6]([C:9](=[O:10])[O:11][CH2:12][CH3:13])[cH:7][n:8]1. Reactants: CC1=C(C(=O)OC)C=CC(=C1)C=1C=CC(=NC1)OC (Methyl 2-methyl-4-(2-methoxypyridin-5-yl)-benzoate), [OH-].[Na+] (NaOH), Cl (hydrochloric acid). Solvent: CCOCC (ether), C1CCOC1.CO (THF MeOH). Reaction conditions: time 12 hour. Yields the product CC1=C(C(=O)O)C=CC(=C1)C=1C=CC(=NC1)OC (2-Methyl-4-(2-methoxy-pyridin-5-yl)-benzoic Acid). Reaction SMILES: [CH3:1][C:2]1[CH:11]=[C:10]([C:12]2[CH:13]=[CH:14][C:15]([O:18][CH3:19])=[N:16][CH:17]=2)[CH:9]=[CH:8][C:3]=1[C:4]([O:6]C)=[O:5].[OH-].[Na+].Cl>C1COCC1.CO.CCOCC>[CH3:1][C:2]1[CH:11]=[C:10]([C:12]2[CH:13]=[CH:14][C:15]([O:18][CH3:19])=[N:16][CH:17]=2)[CH:9]=[CH:8][C:3]=1[C:4]([OH:6])=[O:5] |f:1.2,4.5|. Procedure details: To a solution of Methyl 2-methyl-4-(2-methoxypyridin-5-yl)-benzoate (600 mg, 2.6 mmol) (reference example 34a) in THF/MeOH (8 mL, 1/1) is added NaOH (3 mL, 1M). The resulting mixture is stirred for 12 hours then acidified with hydrochloric acid (2M, to give pH 5). The mixture is diluted with ether then washed with brine, dried over MgSO4 and concentrated. The residual solid is triturated with ether/hexane (1/20). The resulting product (500 mg) is used without further purification. 1H NMR (CDCl3)...